This data is from the Open Reaction Database (ORD), a public repository of structured organic reaction records. The task is: describe an organic reaction: reactants, conditions, products, and yield The reactants are crude product, O (Water), crude material, TEA, C(C1=CC=CC=C1)OC(=O)N([C@@H](C(=O)O)CCC(=O)OC(C)(C)C)C ((R)-2-(((benzyloxy)carbonyl)(methyl)amino)-5-(tert-butoxy)-5-oxopentanoic acid), C1CC(=O)N(C1=O)OC(=O)OCC2C3=CC=CC=C3C4=CC=CC=C24 (FMOC-OSU). Reagents/catalysts: [Pd] (Pd/C). Run in CCOC(=O)C (EtOAc), C(C)#N (Acetonitrile), CO (MeOH). Reaction conditions: time 18 hour. Yields the product C1=CC=CC=2C3=CC=CC=C3C(C12)COC(=O)N([C@@H](C(=O)O)CCC(=O)OC(C)(C)C)C ((R)-2-((((9H-fluoren-9-yl)methoxy)carbonyl)(methyl)amino)-5-(tert-butoxy)-5-oxopentanoic acid), oil. Yield: 28.0%. Reaction SMILES: C([O:8][C:9]([N:11]([CH3:25])[C@H:12]([CH2:16][CH2:17][C:18]([O:20][C:21]([CH3:24])([CH3:23])[CH3:22])=[O:19])[C:13]([OH:15])=[O:14])=O)C1C=CC=CC=1.O.C1C(=O)N(OC([O:37][CH2:38][CH:39]2[C:51]3[C:46](=[CH:47][CH:48]=[CH:49][CH:50]=3)[C:45]3[C:40]2=[CH:41][CH:42]=[CH:43][CH:44]=3)=O)C(=O)C1>CO.C(#N)C.CCOC(C)=O.[Pd]>[CH:50]1[C:51]2[CH:39]([CH2:38][O:37][C:9]([N:11]([CH3:25])[C@H:12]([CH2:16][CH2:17][C:18]([O:20][C:21]([CH3:23])([CH3:22])[CH3:24])=[O:19])[C:13]([OH:15])=[O:14])=[O:8])[C:40]3[C:45](=[CH:44][CH:43]=[CH:42][CH:41]=3)[C:46]=2[CH:47]=[CH:48][CH:49]=1. Procedure: To a solution of (R)-2-(((benzyloxy)carbonyl)(methyl)amino)-5-(tert-butoxy)-5-oxopentanoic acid (1.40 g, 3.98 mmol) in MeOH (18.79 ml) was added 10% Pd/C (0.424 g, 0.398 mmol) and the reaction mixture was placed under a hydrogen atmosphere using. The reaction was allowed to stir at room temperature for 18 h. The catalyst was removed by filtration on CELITE® and the filtrate was concentrated under reduced pressure to give a white solid. The crude material was dissolved in Acetonitrile (9.40 ml), ... The product is N#Cc1cc(N)cc([N+](=O)[O-])c1. Starting materials: [Fe], N#Cc1cc([N+](=O)[O-])cc([N+](=O)[O-])c1. As a reaction SMILES: [Fe:15].[N+:1](=[O:2])([O-:3])[c:4]1[cH:5][c:6]([C:7]#[N:8])[cH:9][c:10]([N+:12]([O-:13])=[O:14])[cH:11]1>>[N+:1](=[O:2])([O-:3])[c:4]1[cH:5][c:6]([C:7]#[N:8])[cH:9][c:10]([NH2:12])[cH:11]1. The reactants are CCOC(=O)C(CCc1nc(SC)nc(-c2cccc(OC)c2)c1C#N)C(=O)OCC, CCOC(C)=O, ClCCl, O, Cl[Sn](Cl)(Cl)Cl. Yields the product CCOC(=O)C1=C(N)c2c(nc(SC)nc2-c2cccc(OC)c2)CC1. As a reaction SMILES: [C:1](#[N:2])[c:3]1[c:4](-[c:24]2[cH:25][c:26]([O:30][CH3:31])[cH:27][cH:28][cH:29]2)[n:5][c:6]([S:22][CH3:23])[n:7][c:8]1[CH2:9][CH2:10][CH:11]([C:12](=[O:13])[O:14][CH2:15][CH3:16])[C:17]([O:18][CH2:19][CH3:20])=[O:21].[CH3:38][CH2:39][O:40][C:41]([CH3:42])=[O:43].[Cl:44][CH2:45][Cl:46].[OH2:37].[Sn:32]([Cl:33])([Cl:34])([Cl:35])[Cl:36]>>[C:1]1([NH2:2])=[C:11]([C:12](=[O:13])[O:14][CH2:15][CH3:16])[CH2:10][CH2:9][c:8]2[c:3]1[c:4](-[c:24]1[cH:25][c:26]([O:30][CH3:31])[cH:27][cH:28][cH:29]1)[n:5][c:6]([S:22][CH3:23])[n:7]2. The reactants are NC1=CC2=C(C(NC(CC2)=O)(C)C)C=C1 (7-amino-1,1-dimethyl-1,2,4,5-tetrahydrobenzo[c]azepin-3-one), ClC1=NC=C(C(=N1)NC1=C(SC=C1C)C(=O)NC)Cl (3-(2,5-dichloropyrimidin-4-ylamino)-N,4-dimethylthiophene-2-carboxamide), 3-(5-chloro-2-(1,1-dimethyl-3-oxo-2,3,4,5-tetrahydro-1H-benzo[c]azepin-7-ylamino)pyrimidin-4-ylamino)-N-methylthiophene-2-carboxamide, TFA salt. The product is ClC=1C(=NC(=NC1)NC1=CC2=C(C(NC(CC2)=O)(C)C)C=C1)NC1=C(SC=C1)C(=O)NC (3-(5-Chloro-2-(1,1-dimethyl-3-oxo-2,3,4,5-tetrahydro-1H-benzo[c]azepin-7-ylamino)pyrimidin-4-ylamino)-N-methylthiophene-2-carboxamide). As a reaction SMILES: [NH2:1][C:2]1[CH:15]=[CH:14][C:5]2[C:6]([CH3:13])([CH3:12])[NH:7][C:8](=[O:11])[CH2:9][CH2:10][C:4]=2[CH:3]=1.Cl[C:17]1[N:22]=[C:21]([NH:23][C:24]2[C:28](C)=[CH:27][S:26][C:25]=2[C:30]([NH:32][CH3:33])=[O:31])[C:20]([Cl:34])=[CH:19][N:18]=1>>[Cl:34][C:20]1[C:21]([NH:23][C:24]2[CH:28]=[CH:27][S:26][C:25]=2[C:30]([NH:32][CH3:33])=[O:31])=[N:22][C:17]([NH:1][C:2]2[CH:15]=[CH:14][C:5]3[C:6]([CH3:13])([CH3:12])[NH:7][C:8](=[O:11])[CH2:9][CH2:10][C:4]=3[CH:3]=2)=[N:18][CH:19]=1. Procedure details: Following a procedure analogous to Example 1826d, 7-amino-1,1-dimethyl-1,2,4,5-tetrahydrobenzo[c]azepin-3-one and 3-(2,5-dichloropyrimidin-4-ylamino)-N,4-dimethylthiophene-2-carboxamide were converted to 3-(5-chloro-2-(1,1-dimethyl-3-oxo-2,3,4,5-tetrahydro-1H-benzo[c]azepin-7-ylamino)pyrimidin-4-ylamino)-N-methylthiophene-2-carboxamide, TFA salt: 1H NMR (300 MHz, CD3OD) δ 8.2 (s, 1H), 7.4 (d, 1H), 7.3 (d, 1H), 7.25 (d, 1H), 7.1 (dd, 1H), 3.0 (m, 2H), 2.8 (s, 3H), 2.6 (m, 2H), 2.1 (s, 3H) 1.7 (s,... Reactants: C(#N)CC(N1N=CC(=C1)C=1C2=C(N=CN1)N(C=C2)COCC[Si](C)(C)C)C2CCN(CC2)C(=O)OC(C)(C)C (tert-butyl 4-{2-cyano-1-[4-(7-{[2-(trimethylsilyl)ethoxy]methyl}-7H-pyrrolo[2,3-d]pyrimidin-4-yl)-1H-pyrazol-1-yl]ethyl}piperidine-1-carboxylate), ClCCCl (1,2-dichloroethane), FC(C(=O)O)(F)F (trifluoroacetic acid), CO (methanol), C(CN)N (ethylenediamine). Run at time 1.1 hour. Product: N1CCC(CC1)C(CC#N)N1N=CC(=C1)C=1C2=C(N=CN1)NC=C2 (3-piperidin-4-yl-3-[4-(7H-pyrrolo[2,3-d]pyrimidin-4-yl)-1H-pyrazol-1-yl]propanenitrile). Yield: 82.1%. Reaction SMILES: [C:1]([CH2:3][CH:4]([CH:27]1[CH2:32][CH2:31][N:30](C(OC(C)(C)C)=O)[CH2:29][CH2:28]1)[N:5]1[CH:9]=[C:8]([C:10]2[C:11]3[CH:18]=[CH:17][N:16](COCC[Si](C)(C)C)[C:12]=3[N:13]=[CH:14][N:15]=2)[CH:7]=[N:6]1)#[N:2].ClCCCl.FC(F)(F)C(O)=O.CO.C(N)CN>>[NH:30]1[CH2:29][CH2:28][CH:27]([CH:4]([N:5]2[CH:9]=[C:8]([C:10]3[C:11]4[CH:18]=[CH:17][NH:16][C:12]=4[N:13]=[CH:14][N:15]=3)[CH:7]=[N:6]2)[CH2:3][C:1]#[N:2])[CH2:32][CH2:31]1. Reported procedure: A solution of tert-butyl 4-{2-cyano-1-[4-(7-{[2-(trimethylsilyl)ethoxy]methyl}-7H-pyrrolo[2,3-d]pyrimidin-4-yl)-1H-pyrazol-1-yl]ethyl}piperidine-1-carboxylate (2.0 g, 0.0036 mol) in 1,2-dichloroethane (20 mL, 0.2 mol) and trifluoroacetic acid (20 mL, 0.2 mol) was stirred for 1.1 hour, then the solvent was removed by rotary evaporation to give a colorless oil. The thick oil was dissolved in methanol (15 mL, 0.37 mol) and ethylenediamine (1.0 mL, 0.015 mol) was added. After 1.1 hours, the reaction...